This data is from the Open Reaction Database (ORD), a public repository of structured organic reaction records. The task is: describe an organic reaction: reactants, conditions, products, and yield Reactants: ClC(C(=O)OC)CC1=CC=C(C=C1)OCCN1CCOCC1 (methyl 2-chloro-3-[4-(2-morpholinoethyloxy)phenyl]propionate), NC(=S)N (thiourea), C(O)([O-])=O.[Na+] (sodium hydrogen carbonate). Solvent: S1(=O)(=O)CCCC1 (sulfolane). Product: N=C1SC(C(N1)=O)CC1=CC=C(C=C1)OCCN1CCOCC1 (2-imino-5-[4-(2-morpholinoethyloxy)benzyl]thiazolidin-4-one). Isolated yield 40.1%. Reaction SMILES: Cl[CH:2]([CH2:7][C:8]1[CH:13]=[CH:12][C:11]([O:14][CH2:15][CH2:16][N:17]2[CH2:22][CH2:21][O:20][CH2:19][CH2:18]2)=[CH:10][CH:9]=1)[C:3](OC)=[O:4].[NH2:23][C:24]([NH2:26])=[S:25].C(=O)([O-])O.[Na+]>S1(CCCC1)(=O)=O>[NH:23]=[C:24]1[NH:26][C:3](=[O:4])[CH:2]([CH2:7][C:8]2[CH:13]=[CH:12][C:11]([O:14][CH2:15][CH2:16][N:17]3[CH2:22][CH2:21][O:20][CH2:19][CH2:18]3)=[CH:10][CH:9]=2)[S:25]1 |f:2.3|. Procedure: A mixture of 10.0 g methyl 2-chloro-3-[4-(2-morpholinoethyloxy)phenyl]propionate and 4.64 g thiourea is heated in the presence of 100 ml of sulfolane at 120° C. for 4 hours. After cooling, a saturated aqueous solution of sodium hydrogen carbonate is added and the mixture is extracted with ethyl acetate. The extract is washed with water, dried over sodium sulfate and distilled to remove the ethyl acetate, whereupon 4.1 g (40.2%) of 2-imino-5-[4-(2-morpholinoethyloxy)benzyl]thiazolidin-4-one is ob... Starting materials: CC(=O)Nc1ccc(S(=O)(=O)NCCCN2CCOCC2)cc1, ClC(Cl)Cl. The product is Nc1ccc(S(=O)(=O)NCCCN2CCOCC2)cc1. As a reaction SMILES: [C:1](=[O:2])([CH3:3])[NH:4][c:5]1[cH:6][cH:7][c:8]([S:11](=[O:12])(=[O:13])[NH:14][CH2:15][CH2:16][CH2:17][N:18]2[CH2:19][CH2:20][O:21][CH2:22][CH2:23]2)[cH:9][cH:10]1.[CH:24]([Cl:25])([Cl:26])[Cl:27]>>[NH2:4][c:5]1[cH:6][cH:7][c:8]([S:11](=[O:12])(=[O:13])[NH:14][CH2:15][CH2:16][CH2:17][N:18]2[CH2:19][CH2:20][O:21][CH2:22][CH2:23]2)[cH:9][cH:10]1. Starting materials: [N+](=O)([O-])C=1C=C(C=CC1)N1C(NC(C2=C1N=CC=C2)=O)=O (1-(m-nitrophenyl)pyrido[2,3-d]pyrimidine-2,4(1H,3H)-dione), C([O-])([O-])=O.[Na+].[Na+] (sodium carbonate), [H-].[Na+] (sodium hydride), S(=O)(=O)(OC)F (methyl fluorosulfate). Solvent: O (water), CN(C=O)C (dimethlformamide), CN(C=O)C (dimethylformamide). Conditions: time 30 minute. Product: [N+](=O)([O-])C=1C=C(C=CC1)N1C(N(C(C2=C1N=CC=C2)=O)C)=O (1-(m-nitrophenyl)-3-methylpyrido[2,3-d]pyrimidine-2,4(1H,3H)-dione). Reaction SMILES: [N+:1]([C:4]1[CH:5]=[C:6]([N:10]2[C:15]3[N:16]=[CH:17][CH:18]=[CH:19][C:14]=3[C:13](=[O:20])[NH:12][C:11]2=[O:21])[CH:7]=[CH:8][CH:9]=1)([O-:3])=[O:2].[H-].[Na+].S(F)(O[CH3:28])(=O)=O.C(=O)([O-])[O-].[Na+].[Na+]>O.CN(C)C=O>[N+:1]([C:4]1[CH:5]=[C:6]([N:10]2[C:15]3[N:16]=[CH:17][CH:18]=[CH:19][C:14]=3[C:13](=[O:20])[N:12]([CH3:28])[C:11]2=[O:21])[CH:7]=[CH:8][CH:9]=1)([O-:3])=[O:2] |f:1.2,4.5.6|. Reported procedure: To a solution of 1-(m-nitrophenyl)pyrido[2,3-d]pyrimidine-2,4(1H,3H)-dione and 30 ml of dry dimethlformamide was dimethylformamide 0.6 g of about 50 % sodium hydride, and stirring was performed for 30 minutes. To this was added dropwise 2.3 g of methyl fluorosulfate and the mixture was reacted for one hour at room temperature. Then the mixture was neutralized with 5 % sodium carbonate solution and concentrated under reduced pressure to leave a residue, to which was added water to yield a crude p... Yields the product CCOC(=O)C(=Cc1ccc(-c2cccc(NC)c2)nc1)OCC. Reactants: CCOC(=O)C(=Cc1ccc(-c2cccc(NCC(=O)OC(C)(C)C)c2)nc1)OCC, ClCCl, O, O=C(O)C(F)(F)F. RXN SMILES: [C:8]([O:9][C:10](=[O:11])[CH2:15][NH:16][c:17]1[cH:18][c:19](-[c:23]2[cH:24][cH:25][c:26]([CH:29]=[C:30]([C:31](=[O:32])[O:33][CH2:34][CH3:35])[O:36][CH2:37][CH3:38])[cH:27][n:28]2)[cH:20][cH:21][cH:22]1)([CH3:12])([CH3:13])[CH3:14].[Cl:40][CH2:41][Cl:42].[OH2:39].[OH:1][C:2]([C:3]([F:4])([F:5])[F:6])=[O:7]>>[CH3:15][NH:16][c:17]1[cH:18][c:19](-[c:23]2[cH:24][cH:25][c:26]([CH:29]=[C:30]([C:31](=[O:32])[O:33][CH2:34][CH3:35])[O:36][CH2:37][CH3:38])[cH:27][n:28]2)[cH:20][cH:21][cH:22]1. The reactants are N([C@@H](CC(C)C)[C@@H](O)CC(=O)N(C)CC(=O)N[C@@H](CC1=CNC=N1)C(=O)N[C@@H](CCCCNC(=O)OC(C)(C)C)C(=O)OC)C(=O)OCC1=CC=CC=C1 (Z-Sta-Sar-His-Lys(Boc)-OMe), C(=O)=O (CO2), Pd on-carbon. Run in CO (MeOH). Yields the product N[C@@H](CC(C)C)[C@@H](O)CC(=O)N(C)CC(=O)N[C@@H](CC1=CNC=N1)C(=O)N[C@@H](CCCCNC(=O)OC(C)(C)C)C(=O)OC (H-Sta-Sar-His-Lys(Boc)-OMe). Reaction SMILES: [NH:1](C(OCC1C=CC=CC=1)=O)[C@H:2]([C@H:7]([CH2:9][C:10]([N:12]([CH2:14][C:15]([NH:17][C@H:18]([C:25]([NH:27][C@H:28]([C:41]([O:43][CH3:44])=[O:42])[CH2:29][CH2:30][CH2:31][CH2:32][NH:33][C:34]([O:36][C:37]([CH3:40])([CH3:39])[CH3:38])=[O:35])=[O:26])[CH2:19][C:20]1[N:24]=[CH:23][NH:22][CH:21]=1)=[O:16])[CH3:13])=[O:11])[OH:8])[CH2:3][CH:4]([CH3:6])[CH3:5].C(=O)=O>CO>[NH2:1][C@H:2]([C@H:7]([CH2:9][C:10]([N:12]([CH2:14][C:15]([NH:17][C@H:18]([C:25]([NH:27][C@H:28]([C:41]([O:43][CH3:44])=[O:42])[CH2:29][CH2:30][CH2:31][CH2:32][NH:33][C:34]([O:36][C:37]([CH3:38])([CH3:39])[CH3:40])=[O:35])=[O:26])[CH2:19][C:20]1[N:24]=[CH:23][NH:22][CH:21]=1)=[O:16])[CH3:13])=[O:11])[OH:8])[CH2:3][CH:4]([CH3:6])[CH3:5]. Procedure details: 380 mg of Z-Sta-Sar-His-Lys(Boc)-OMe in 10 ml of 95% strength MeOH are hydrogenated with CO2 -absorption until saturation after the addition of 100 mg of Pd-on-carbon (10% Pd), the solution is filtered and concentrated to dryness. After drying in a high vacuum, H-Sta-Sar-His-Lys(Boc)-OMe is obtained in the form of an amorphous powder; Rf (G)=0.18; Rf (E)=0.53. The reactants are C(C)(=O)O (Acetic acid), C([O-])([O-])=O.[Cs+].[Cs+] (Cesium carbonate), BrC1=CC=C2CC(N(C2=C1)C(=O)OC(C)(C)C)=O (tert-butyl 6-bromo-2-oxoindoline-1-carboxylate), ICCOCCI (1-iodo-2-(2-iodoethoxy)ethane). The solvent is CN(C)C=O (N,N′-dimethylformamide), C(C)(=O)OCC (ethyl acetate), O (water). Reaction conditions: time 3 hour. Yields the product BrC1=CC=C2C(=C1)N(C(C21CCOCC1)=O)C(=O)OC(C)(C)C (tert-butyl 6-bromo-2-oxo-2′,3′,5′,6′-tetrahydrospiro[indoline-3,4′-pyran]-1-carboxylate). Yield: 73.6%. As a reaction SMILES: C(=O)([O-])[O-].[Cs+].[Cs+].[Br:7][C:8]1[CH:16]=[C:15]2[C:11]([CH2:12][C:13](=[O:24])[N:14]2[C:17]([O:19][C:20]([CH3:23])([CH3:22])[CH3:21])=[O:18])=[CH:10][CH:9]=1.I[CH2:26][CH2:27][O:28][CH2:29][CH2:30]I.C(O)(=O)C>CN(C=O)C.O.C(OCC)(=O)C>[Br:7][C:8]1[CH:16]=[C:15]2[N:14]([C:17]([O:19][C:20]([CH3:21])([CH3:23])[CH3:22])=[O:18])[C:13](=[O:24])[C:12]3([CH2:30][CH2:29][O:28][CH2:27][CH2:26]3)[C:11]2=[CH:10][CH:9]=1 |f:0.1.2|. Reported procedure: Cesium carbonate (20.7 g, 63.5 mmol) was added portionwise over a 20 minute period to a stirred solution of tert-butyl 6-bromo-2-oxoindoline-1-carboxylate (preparation 8a, 6.0 g, 16.0 mmol) and 1-iodo-2-(2-iodoethoxy)ethane (6.58 g, 17.6 mmol) in N,N′-dimethylformamide (250 mL) at −20° C. under an argon atmosphere. After the addition the mixture was warmed to room temperature and stirred for 3 hours. Acetic acid (1.1 mL) followed by ethyl acetate and water were added to the reaction mixture and ...